This data is from the Open Reaction Database (ORD), a public repository of structured organic reaction records. The task is: describe an organic reaction: reactants, conditions, products, and yield Reactants: CS(=O)(=O)Cl, CC(C)(C)OC(=O)N1CC2CC(CN(CC(O)COc3ccc(N)cc3)C2)C1, c1ccncc1. Yields the product CC(C)(C)OC(=O)N1CC2CC(CN(CC(O)COc3ccc(NS(C)(=O)=O)cc3)C2)C1. RXN SMILES: [CH3:1][S:2]([Cl:3])(=[O:4])=[O:5].[NH2:6][c:7]1[cH:8][cH:9][c:10]([O:11][CH2:12][CH:13]([CH2:14][N:15]2[CH2:16][CH:17]3[CH2:18][N:19]([C:24](=[O:25])[O:26][C:27]([CH3:28])([CH3:29])[CH3:30])[CH2:20][CH:21]([CH2:22]2)[CH2:23]3)[OH:31])[cH:32][cH:33]1.[cH:34]1[cH:35][cH:36][n:37][cH:38][cH:39]1>>[CH3:1][S:2](=[O:4])(=[O:5])[NH:6][c:7]1[cH:8][cH:9][c:10]([O:11][CH2:12][CH:13]([CH2:14][N:15]2[CH2:16][CH:17]3[CH2:18][N:19]([C:24](=[O:25])[O:26][C:27]([CH3:28])([CH3:29])[CH3:30])[CH2:20][CH:21]([CH2:22]2)[CH2:23]3)[OH:31])[cH:32][cH:33]1. Starting materials: BrCc1ccccc1, COC(=O)CC1Cc2ccc(OC)cc2NC1=O. Product: COC(=O)CC1Cc2ccc(OC)cc2N(Cc2ccccc2)C1=O. Reaction SMILES: [Br:19][CH2:20][c:21]1[cH:22][cH:23][cH:24][cH:25][cH:26]1.[CH3:1][O:2][C:3]([CH2:4][CH:5]1[C:6](=[O:17])[NH:7][c:8]2[cH:9][c:10]([O:15][CH3:16])[cH:11][cH:12][c:13]2[CH2:14]1)=[O:18]>>[CH3:1][O:2][C:3]([CH2:4][CH:5]1[C:6](=[O:17])[N:7]([CH2:20][c:21]2[cH:22][cH:23][cH:24][cH:25][cH:26]2)[c:8]2[cH:9][c:10]([O:15][CH3:16])[cH:11][cH:12][c:13]2[CH2:14]1)=[O:18].